From a dataset of the Open Reaction Database (ORD), a public repository of structured organic reaction records. describe an organic reaction: reactants, conditions, products, and yield Reactants: CC(=O)OC(C)=O, NCc1ccccc1Cl, ClCCl, [Na+], [OH-], O. Product: CC(=O)NCc1ccccc1Cl. RXN SMILES: [CH3:10][C:11](=[O:12])[O:13][C:14](=[O:15])[CH3:16].[Cl:1][c:2]1[c:3]([CH2:8][NH2:9])[cH:4][cH:5][cH:6][cH:7]1.[Cl:20][CH2:21][Cl:22].[Na+:19].[OH-:18].[OH2:17]>>[Cl:1][c:2]1[c:3]([CH2:8][NH:9][C:11]([CH3:10])=[O:12])[cH:4][cH:5][cH:6][cH:7]1. The reactants are C(CCCCCC)N (Heptylamine), N1=CC=CC=C1 (pyridine), C(C)(=O)OC(C)=O (acetic anhydride). Conditions: time 2 hour. The product is C(CCCCCC)CC(=O)N (heptylacetamide). The yield is 96.0%. Reaction SMILES: [CH2:1]([NH2:8])[CH2:2][CH2:3][CH2:4][CH2:5][CH2:6][CH3:7].N1[CH:14]=[CH:13]C=CC=1.C(OC(=O)C)(=[O:17])C>>[CH2:3]([CH2:2][C:1]([NH2:8])=[O:17])[CH2:4][CH2:5][CH2:6][CH2:7][CH2:13][CH3:14]. Procedure details: Heptylamine (39 g; 0.34 mole was added dropwise to 46.6 g (0.59 mole) of pyridine and 43.4 g (0.43 mole) of acetic anhydride over 30 minutes, and the mixture was further stirred for 2 hours. After the reaction, the mixture was concentrated and extracted by adding water and ether. The ethereal layer was washed successively with a saturated aqueous solution of sodium hydrogen carbonate and then a saturated aqueous solution of sodium chloride, and then dried over anhydrous magnesium sulfate and con...